From a dataset of the Open Reaction Database (ORD), a public repository of structured organic reaction records. describe an organic reaction: reactants, conditions, products, and yield Reactants: CCOC(=O)CCCCBr, [H-], [Na+], CN(C)C=O, O, O=C(OCc1ccccc1)c1cc2ccccc2[nH]1. Product: CCOC(=O)CCCCn1c(C(=O)OCc2ccccc2)cc2ccccc21. Reaction SMILES: [Br:22][CH2:23][CH2:24][CH2:25][CH2:26][C:27](=[O:28])[O:29][CH2:30][CH3:31].[H-:20].[Na+:21].[O:33]=[CH:34][N:35]([CH3:36])[CH3:37].[OH2:32].[nH:1]1[c:2]([C:10](=[O:11])[O:12][CH2:13][c:14]2[cH:15][cH:16][cH:17][cH:18][cH:19]2)[cH:3][c:4]2[cH:5][cH:6][cH:7][cH:8][c:9]12>>[n:1]1([CH2:23][CH2:24][CH2:25][CH2:26][C:27](=[O:28])[O:29][CH2:30][CH3:31])[c:2]([C:10](=[O:11])[O:12][CH2:13][c:14]2[cH:15][cH:16][cH:17][cH:18][cH:19]2)[cH:3][c:4]2[cH:5][cH:6][cH:7][cH:8][c:9]12. Starting materials: NCCCO (3-aminopropanol), OC1(C(NC2=CC=CC=C12)=O)C1=CC(=CC=C1)C(F)(F)F (3-hydroxy-(3-(m-trifluoromethylphenyl)-)-3H-indol-2-one), C1(=CC=C(C=C1)S(=O)(=O)O)C (toluene-p-sulphonic acid). Product: OCCCNC1=NC2=CC=CC=C2C1(O)C1=CC(=CC=C1)C(F)(F)F (2-(3-hydroxypropylamino)-3-(m-trifluoromethylphenyl)-3H-indol-3-ol). As a reaction SMILES: [NH2:1][CH2:2][CH2:3][CH2:4][OH:5].[OH:6][C:7]1([C:17]2[CH:22]=[CH:21][CH:20]=[C:19]([C:23]([F:26])([F:25])[F:24])[CH:18]=2)[C:15]2[C:10](=[CH:11][CH:12]=[CH:13][CH:14]=2)[NH:9][C:8]1=O.C1(C)C=CC(S(O)(=O)=O)=CC=1>>[OH:5][CH2:4][CH2:3][CH2:2][NH:1][C:8]1[C:7]([C:17]2[CH:22]=[CH:21][CH:20]=[C:19]([C:23]([F:24])([F:26])[F:25])[CH:18]=2)([OH:6])[C:15]2[C:10](=[CH:11][CH:12]=[CH:13][CH:14]=2)[N:9]=1. Reported procedure: Reaction of 3-aminopropanol with 3-hydroxy-(3-(m-trifluoromethylphenyl)-)-3H-indol-2-one in presence of toluene-p-sulphonic acid by a procedure analogous to that of Example 1 gives 2-(3-hydroxypropylamino)-3-(m-trifluoromethylphenyl)-3H-indol-3-ol. Starting materials: C(C)N(CC)CCNC1=NC(=CC=C1[N+](=O)[O-])OCCC (2-(diethylaminoethylamino)-3-nitro-6-n-propoxypyridine), ClC(=O)OCC (ethyl chloroformate), Cl (hydrochloride). Yields the product C(C)N(CCN1C(=NC2=C1N=C(C=C2)OCCC)O)CC (1-(2-Diethylaminoethyl)-2-hydroxy-6-n-propoxy-7-aza-benzimidazole). Reaction SMILES: [CH2:1]([N:3]([CH2:6][CH2:7][NH:8][C:9]1[C:14]([N+:15]([O-])=O)=[CH:13][CH:12]=[C:11]([O:18][CH2:19][CH2:20][CH3:21])[N:10]=1)[CH2:4][CH3:5])[CH3:2].Cl[C:23](OCC)=[O:24].Cl>>[CH2:1]([N:3]([CH2:4][CH3:5])[CH2:6][CH2:7][N:8]1[C:9]2[N:10]=[C:11]([O:18][CH2:19][CH2:20][CH3:21])[CH:12]=[CH:13][C:14]=2[N:15]=[C:23]1[OH:24])[CH3:2]. Procedure: The compound was produced in a manner analogous to Example 4 (or Example 5) starting from 36 grams of 2-(diethylaminoethylamino)-3-nitro-6-n-propoxypyridine and 13.5 grams of ethyl chloroformate produced. Yield: 24 grams M.P. of the hydrochloride 210°-212° C. Starting materials: NC(C(C1=CC=CC=C1)NC(=O)NC1=CC=C(C=C1)[N+](=O)[O-])C1=CC=CC=C1 (N-(2-amino-1,2-diphenylethyl)-N'-(4-nitrophenyl)urea), C1(CCCCC1)N=C=O (cyclohexyl isocyanate). Run in ClCCl (dichloromethane). Conditions: time 1 hour. Yields the product C1(CCCCC1)NC(=O)NC(C(C1=CC=CC=C1)NC(=O)NC1=CC=C(C=C1)[N+](=O)[O-])C1=CC=CC=C1 (N-cyclohexyl-N'-[2-[[[(4-nitrophenyl)amino]carbonyl]amino]-1,2-diphenylethyl]urea). Reaction SMILES: [NH2:1][CH:2]([C:23]1[CH:28]=[CH:27][CH:26]=[CH:25][CH:24]=1)[CH:3]([NH:10][C:11]([NH:13][C:14]1[CH:19]=[CH:18][C:17]([N+:20]([O-:22])=[O:21])=[CH:16][CH:15]=1)=[O:12])[C:4]1[CH:9]=[CH:8][CH:7]=[CH:6][CH:5]=1.[CH:29]1([N:35]=[C:36]=[O:37])[CH2:34][CH2:33][CH2:32][CH2:31][CH2:30]1>ClCCl>[CH:29]1([NH:35][C:36]([NH:1][CH:2]([C:23]2[CH:28]=[CH:27][CH:26]=[CH:25][CH:24]=2)[CH:3]([NH:10][C:11]([NH:13][C:14]2[CH:19]=[CH:18][C:17]([N+:20]([O-:22])=[O:21])=[CH:16][CH:15]=2)=[O:12])[C:4]2[CH:9]=[CH:8][CH:7]=[CH:6][CH:5]=2)=[O:37])[CH2:34][CH2:33][CH2:32][CH2:31][CH2:30]1. Procedure: To a solution of [R-(R*,R*)] and [S-(R*,R*)]N-(2-amino-1,2-diphenylethyl)-N'-(4-nitrophenyl)urea (0.1 g, 0.27 mmol) in dichloromethane (10 mL) is added cyclohexyl isocyanate (0.03 g, 0.27 mmol) in one portion. The resulting mixture is stirred 1 hour at room temperature before filtering off the solid product. The product is suspended in hot diethyl ether, filtered, and dried in vacuo at 114° C. for 4 hours, mp 244°-245° C. IR (KBr): 3337, 2931, 1639, 1559, 1507, 1330, 700 cm-1 ; NMR (DMS-d6): 0.9... The reactants are C(Br)(Br)(Br)Br (carbon tetrabromide), C1(=CC=CC=C1)P(C1=CC=CC=C1)C1=CC=CC=C1 (triphenylphosphine), N1=C(C=CC=C1)OC1=C(C=O)C=CC=C1 (2-(2-Pyridyloxy)benzaldehyde), CCCCC (pentane). Reagents/catalysts: [Zn] (zinc). Solvent: C(Cl)Cl (CH2Cl2), C(Cl)Cl (CH2Cl2). Conditions: time 18 hour. The product is BrC(=CC1=C(C=CC=C1)OC1=NC=CC=C1)Br (1,1-dibromo-2-(2-(2-pyridyloxy)phenyl)ethene). The yield is 100.3%. As a reaction SMILES: [C:1]([Br:5])(Br)(Br)[Br:2].C1(P(C2C=CC=CC=2)C2C=CC=CC=2)C=CC=CC=1.[N:25]1[CH:30]=[CH:29][CH:28]=[CH:27][C:26]=1[O:31][C:32]1[CH:39]=[CH:38][CH:37]=[CH:36][C:33]=1[CH:34]=O.CCCCC>C(Cl)Cl.[Zn]>[Br:2][C:1]([Br:5])=[CH:34][C:33]1[CH:36]=[CH:37][CH:38]=[CH:39][C:32]=1[O:31][C:26]1[CH:27]=[CH:28][CH:29]=[CH:30][N:25]=1. Reported procedure: To a solution of carbon tetrabromide (54.09 g, 162.9 mmol), and zinc (10.97 g, 162.9 mmol) in CH2Cl2 (800 mls) was added triphenylphosphine (42.68 g, 162.9 mmol) and the mixture was allowed to stir for 18 hrs. 2-(2-Pyridyloxy)benzaldehyde (16.21 g, 81.5 mmol) was then added as a solution in CH2Cl2 (50 mls) and the reaction was stirred for 2 hrs. It was then poured into pentane (1.6 liters) with good stirring, then allowed to stand for 1 hr. The solution was decanted and concentrated. The residue...